This data is from the Open Reaction Database (ORD), a public repository of structured organic reaction records. The task is: describe an organic reaction: reactants, conditions, products, and yield The reactants are NC1=NC(=CC(=N1)N1CCC2(C[C@H](NC2)C(=O)O)CC1)O[C@@H](C(F)(F)F)C1=C(C=C(C=C1)Cl)C1=CC(=CC=C1)S(N)(=O)=O ((S)-8-(2-amino-6-((R)-1-(5-chloro-3′-sulfamoyl-[1,1′-biphenyl]-2-yl)-2,2,2-trifluoroethoxy)pyrimidin-4-yl)-2,8-diazaspiro[4.5]decane-3-carboxylic acid), BrC1=C(C=CC=C1)C(C(F)(F)F)=O (1-(2-bromophenyl)-2,2,2-trifluoroethanone). Product: C1(=C(C=CC=C1)[C@H](C(F)(F)F)OC1=CC(=NC(=N1)N)N1CCC2(C[C@H](NC2)C(=O)O)CC1)C1=CC=CC=C1 ((S)-8-(6-((R)-1-([1,1′-biphenyl]-2-yl)-2,2,2-trifluoroethoxy)-2-amino pyrimidin-4-yl)-2,8-diazaspiro[4.5]decane-3-carboxylic acid). As a reaction SMILES: [NH2:1][C:2]1[N:7]=[C:6]([N:8]2[CH2:20][CH2:19][C:11]3([CH2:15][NH:14][C@H:13]([C:16]([OH:18])=[O:17])[CH2:12]3)[CH2:10][CH2:9]2)[CH:5]=[C:4]([O:21][C@H:22]([C:27]2[CH:32]=[CH:31][C:30](Cl)=[CH:29][C:28]=2[C:34]2[CH:39]=[CH:38][CH:37]=[C:36](S(=O)(=O)N)[CH:35]=2)[C:23]([F:26])([F:25])[F:24])[N:3]=1.BrC1C=CC=CC=1C(=O)C(F)(F)F>>[C:28]1([C:34]2[CH:35]=[CH:36][CH:37]=[CH:38][CH:39]=2)[CH:29]=[CH:30][CH:31]=[CH:32][C:27]=1[C@@H:22]([O:21][C:4]1[N:3]=[C:2]([NH2:1])[N:7]=[C:6]([N:8]2[CH2:20][CH2:19][C:11]3([CH2:15][NH:14][C@H:13]([C:16]([OH:18])=[O:17])[CH2:12]3)[CH2:10][CH2:9]2)[CH:5]=1)[C:23]([F:24])([F:25])[F:26]. Procedure details: The title compound was prepared as described for (S)-8-(2-amino-6-((R)-1-(5-chloro-3′-sulfamoyl-[1,1′-biphenyl]-2-yl)-2,2,2-trifluoroethoxy)pyrimidin-4-yl)-2,8-diazaspiro[4.5]decane-3-carboxylic acid (Example 34u) starting with 1-(2-bromophenyl)-2,2,2-trifluoroethanone. RXN SMILES: [C:1]([O:2][C:3](=[O:4])[NH:8][c:9]1[n:10][c:11]([C:15](=[O:16])[O:17][CH3:18])[n:12]([CH3:14])[cH:13]1)([CH3:5])([CH3:6])[CH3:7].[C:20]([CH3:21])([CH3:22])([CH3:23])[O:24][C:25](=[O:26])[NH:27][c:28]1[n:29][c:30]([C:34](=[O:35])[OH:36])[n:31]([CH3:33])[cH:32]1.[CH2:37]([Cl:38])[CH2:39][Cl:40].[CH3:50][CH2:51][OH:52].[CH3:53][c:54]1[cH:55][cH:56][cH:57][cH:58][cH:59]1.[CH:41]([N:42]([CH2:43][CH3:44])[CH:45]([CH3:46])[CH3:47])([CH3:48])[CH3:49].[ClH:19]>>[NH:8]([c:9]1[n:10][c:11]([C:15](=[O:16])[O:17][CH3:18])[n:12]([CH3:14])[cH:13]1)[C:34]([c:30]1[n:29][c:28]([NH:27][C:25]([O:24][C:20]([CH3:21])([CH3:22])[CH3:23])=[O:26])[cH:32][n:31]1[CH3:33])=[O:36]. Starting materials: COC(=O)c1nc(NC(=O)OC(C)(C)C)cn1C, Cn1cc(NC(=O)OC(C)(C)C)nc1C(=O)O, ClCCCl, CCO, Cc1ccccc1, CCN(C(C)C)C(C)C, Cl. Product: COC(=O)c1nc(NC(=O)c2nc(NC(=O)OC(C)(C)C)cn2C)cn1C. Reactants: ClC=1C=C2CC(N(C2=CC1)C(=O)N)=O (5-chloro-2-oxindole-1-carboxamide), CC=1SC=C(N1)C=1C=C(SC1)C(=O)O (4-(2-Methylthiazol-4-yl)-2-thiophenecarboxylic acid), acyl imidazole, C(=O)(N1C=NC=C1)N1C=NC=C1 (1,1'-carbonyldiimidazole). The reagents and catalysts are CN(C)C1=CC=NC=C1 (4-(N,N-dimethylamino)pyridine). Solvent: CN(C=O)C (N,N-dimethylformamide), CN(C=O)C (N,N-dimethylformamide). Yields the product ClC=1C=C2C(C(N(C2=CC1)C(=O)N)=O)C(C1=CC(=CS1)C=1N=C(SC1)C)=O (5-Chloro-3-(4-(2-methyl-4-thiazolyl)-2-thenoyl)-2-oxindole-1-carboxamide). Reaction SMILES: [CH3:1][C:2]1[S:3][CH:4]=[C:5]([C:7]2[CH:8]=[C:9]([C:12]([OH:14])=O)[S:10][CH:11]=2)[N:6]=1.C(N1C=CN=C1)(N1C=CN=C1)=O.[Cl:27][C:28]1[CH:29]=[C:30]2[C:34](=[CH:35][CH:36]=1)[N:33]([C:37]([NH2:39])=[O:38])[C:32](=[O:40])[CH2:31]2>CN(C)C=O.CN(C1C=CN=CC=1)C>[Cl:27][C:28]1[CH:29]=[C:30]2[C:34](=[CH:35][CH:36]=1)[N:33]([C:37]([NH2:39])=[O:38])[C:32](=[O:40])[CH:31]2[C:12](=[O:14])[C:9]1[S:10][CH:11]=[C:7]([C:5]2[N:6]=[C:2]([CH3:1])[S:3][CH:4]=2)[CH:8]=1. Procedure details: The title compound was prepared according to the procedure of Example 55. A 1.25 g (5.55 mmoles) sample of 4-(2-methyl-4-thiazolyl)-2-thiophenecarboxylic acid (prepared as described in Example 18) was converted to the acyl imidazole by reaction with 0.98 g (6.05 mmoles) of 1,1'-carbonyldiimidazole in 15 ml of N,N-dimethylformamide. After complete reaction this solution was transferred to an addition funnel and slowly added 1.06 g (5.04 mmoles) of 5-chloro-2-oxindole-1-carboxamide and 1.66 g (13....